From a dataset of the Open Reaction Database (ORD), a public repository of structured organic reaction records. describe an organic reaction: reactants, conditions, products, and yield Starting materials: C(C)C1=CC=C(C=C1)C=1SC(=C(C1CO)C(F)(F)F)C ([2-(4-ethylphenyl)-5-methyl-4-(trifluoromethyl)thiophen-3-yl]methanol), OC1=C(C(=C(C=C1)CCC(=O)OCC)C)C (ethyl 3-(4-hydroxy-2,3-dimethylphenyl)propanoate), C(C)C1=CC=C(C=C1)C=1SC(=C(C1COC1=C(C(=C(C=C1)CCC(=O)OCC)C)C)C(F)(F)F)C (ethyl 3-(4-((2-(4-ethyl phenyl)-5-methyl-4-(trifluoromethyl)thiophen-3-yl)methoxy)-2,3-dimethylphenyl)propanoate). Yields the product C(C)C1=CC=C(C=C1)C=1SC(=C(C1COC1=C(C(=C(C=C1)CCC(=O)O)C)C)C(F)(F)F)C (3-(4-[[2-(4-ethylphenyl)-5-methyl-4-(trifluoromethyl)thiophen-3-yl]methoxy]-2,3-dimethylphenyl) propanoic acid). RXN SMILES: C(C1C=CC(C2SC(C)=C(C(F)(F)F)C=2CO)=CC=1)C.OC1C=CC(CCC(OCC)=O)=C(C)C=1C.[CH2:37]([C:39]1[CH:44]=[CH:43][C:42]([C:45]2[S:46][C:47]([CH3:71])=[C:48]([C:67]([F:70])([F:69])[F:68])[C:49]=2[CH2:50][O:51][C:52]2[CH:57]=[CH:56][C:55]([CH2:58][CH2:59][C:60]([O:62]CC)=[O:61])=[C:54]([CH3:65])[C:53]=2[CH3:66])=[CH:41][CH:40]=1)[CH3:38]>>[CH2:37]([C:39]1[CH:40]=[CH:41][C:42]([C:45]2[S:46][C:47]([CH3:71])=[C:48]([C:67]([F:69])([F:68])[F:70])[C:49]=2[CH2:50][O:51][C:52]2[CH:57]=[CH:56][C:55]([CH2:58][CH2:59][C:60]([OH:62])=[O:61])=[C:54]([CH3:65])[C:53]=2[CH3:66])=[CH:43][CH:44]=1)[CH3:38]. Procedure details: The title compound was prepared according to the procedure described in Example 220 by coupling of [2-(4-ethylphenyl)-5-methyl-4-(trifluoromethyl)thiophen-3-yl]methanol and ethyl 3-(4-hydroxy-2,3-dimethylphenyl)propanoate followed by hydrolysis of ethyl 3-(4-((2-(4-ethyl phenyl)-5-methyl-4-(trifluoromethyl)thiophen-3-yl)methoxy)-2,3-dimethylphenyl)propanoate to afford the desired product as an off-white solid. 1H NMR (300 MHz, CDCl3) δ: 7.43 (d, J=4.2 Hz, 2H), 7.24 (d, J=6.0 Hz, 2H), 6.97 (d, J=... Reactants: [H-].[Na+] (NaH), C(C(C)(C)C)O (neopentyl alcohol), FC1=NC(=CC=C1)F (2,6-Difluoropyridine). Run in CS(=O)C (DMSO). Reaction conditions: time 20 minute. Product: FC1=NC(=CC=C1)OCC(C)(C)C (2-fluoro-6-(neopentyloxy)pyridine). Yield: 98.8%. As a reaction SMILES: [CH2:1]([OH:6])[C:2]([CH3:5])([CH3:4])[CH3:3].[H-].[Na+].[F:9][C:10]1[CH:15]=[CH:14][CH:13]=[C:12](F)[N:11]=1>CS(C)=O>[F:9][C:10]1[CH:15]=[CH:14][CH:13]=[C:12]([O:6][CH2:1][C:2]([CH3:5])([CH3:4])[CH3:3])[N:11]=1 |f:1.2|. Procedure: A solution of neopentyl alcohol (1.065 mL, 9.81 mmol) in DMSO (82 mL) was cooled to 0° C. NaH (60% in mineral oil; 0.490 g, 12.26 mmol) were added in one portion, the reaction mixture was warmed to rt and stirred for 20 minutes. 2,6-Difluoropyridine (0.941 mL, 8.175 mmol) was added and the reaction mixture was stirred at overnight. The reaction mixture was quenched with aqueous, saturated ammonium chloride solution, diluted with water and EtOAc. The organic layer was separated, washed with brine...